describe an organic reaction: reactants, conditions, products, and yield From a dataset of the Open Reaction Database (ORD), a public repository of structured organic reaction records. Procedure: A solution of 100g. of piperidino-6-ethoxy-5-acetyl-4,7-dimethoxybenzofuran in 600ml of 96° alcohol is hydrogenated in the presence of 11g. of palladium on 5% charcoal, under a pressure of 5 kg and at a temperature between 65° and 70° C. Product: N1(CCCCC1)C1OC2=C(C1)C(=C(C(=C2OC)OCC)C(C)=O)OC (Piperidino-6-ethoxy-5-acetyl-4,7-dimethoxy-2,3-dihydrobenzofuran). The reagents and catalysts are [Pd] (palladium). RXN SMILES: [N:1]1([C:7]2[O:8][C:9]3[C:15]([O:16][CH3:17])=[C:14]([O:18][CH2:19][CH3:20])[C:13]([C:21](=[O:23])[CH3:22])=[C:12]([O:24][CH3:25])[C:10]=3[CH:11]=2)[CH2:6][CH2:5][CH2:4][CH2:3][CH2:2]1.C>[Pd]>[N:1]1([CH:7]2[CH2:11][C:10]3[C:12]([O:24][CH3:25])=[C:13]([C:21](=[O:23])[CH3:22])[C:14]([O:18][CH2:19][CH3:20])=[C:15]([O:16][CH3:17])[C:9]=3[O:8]2)[CH2:6][CH2:5][CH2:4][CH2:3][CH2:2]1. Reactants: 100g, 11g, C (charcoal), N1(CCCCC1)C=1OC2=C(C1)C(=C(C(=C2OC)OCC)C(C)=O)OC (piperidino-6-ethoxy-5-acetyl-4,7-dimethoxybenzofuran), alcohol. The reactants are N12CCCCCC2=NCCC1 (1,8-Diazabicyclo[5.4.0]undec-7-ene), C=C(C(=O)OC)CC(=O)OC (dimethyl 2-methylenesuccinate), IC=1C=NNC1 (4-iodo-1H-pyrazole). Run in C(C)#N (acetonitrile), O (water). Conditions: time 12 hour. Product: IC=1C=NN(C1)CC(C(=O)OC)CC(=O)OC (dimethyl 2-((4-iodo-1H-pyrazol-1-yl)methyl)succinate). RXN SMILES: N12CCCN=C1CCCCC2.[CH2:12]=[C:13]([CH2:18][C:19]([O:21][CH3:22])=[O:20])[C:14]([O:16][CH3:17])=[O:15].[I:23][C:24]1[CH:25]=[N:26][NH:27][CH:28]=1>C(#N)C.O>[I:23][C:24]1[CH:25]=[N:26][N:27]([CH2:12][CH:13]([CH2:18][C:19]([O:21][CH3:22])=[O:20])[C:14]([O:16][CH3:17])=[O:15])[CH:28]=1. Procedure: 1,8-Diazabicyclo[5.4.0]undec-7-ene (753 mg, 3 mmol) was added to a stirred mixture of dimethyl 2-methylenesuccinate (158 mg, 1.00 mmol) and 4-iodo-1H-pyrazole (194 mg, 1.00 mmol) in acetonitrile (2 mL) and the mixture was stirred at room temperature under N2 for 12 hours. The mixture was diluted with water and extracted with EtOAc. The EtOAc layer was dried over anhydrous sodium sulfate, filtered, and concentrated under reduced pressure. The residue was purified by prep-TLC on silica gel (petrol...